From a dataset of the Open Reaction Database (ORD), a public repository of structured organic reaction records. describe an organic reaction: reactants, conditions, products, and yield Reactants: O=C(OOC(=O)c1ccccc1)c1ccccc1, COC(=O)c1ccc(C)c(Br)c1, ClC(Cl)(Cl)Cl, O=C1CCC(=O)N1Br. Product: COC(=O)c1ccc(CBr)c(Br)c1. As a reaction SMILES: [C:21]([O:22][O:23][C:24](=[O:25])[c:26]1[cH:27][cH:28][cH:29][cH:30][cH:31]1)(=[O:32])[c:33]1[cH:34][cH:35][cH:36][cH:37][cH:38]1.[CH3:1][O:2][C:3]([c:4]1[cH:5][c:6]([Br:11])[c:7]([CH3:10])[cH:8][cH:9]1)=[O:12].[Cl:39][C:40]([Cl:41])([Cl:42])[Cl:43].[O:13]=[C:14]1[N:15]([Br:20])[C:16](=[O:17])[CH2:18][CH2:19]1>>[CH3:1][O:2][C:3]([c:4]1[cH:5][c:6]([Br:11])[c:7]([CH2:10][Br:20])[cH:8][cH:9]1)=[O:12]. Starting materials: C(C(C)C)NC(=O)C1=C(N(C2=CC(=CC=C12)OC)C)C (6-methoxy-1,2-dimethyl-1H-indol-3-carboxylic acid isobutyl-amide), B(Br)(Br)Br (BBr3). Product: C(C(C)C)NC(=O)C1=C(N(C2=CC(=CC=C12)O)C)C (6-Hydroxy-1,2-dimethyl-1H-indole-3-carboxylic acid isobutyl-amide). As a reaction SMILES: [CH2:1]([NH:5][C:6]([C:8]1[C:16]2[C:11](=[CH:12][C:13]([O:17]C)=[CH:14][CH:15]=2)[N:10]([CH3:19])[C:9]=1[CH3:20])=[O:7])[CH:2]([CH3:4])[CH3:3].B(Br)(Br)Br>>[CH2:1]([NH:5][C:6]([C:8]1[C:16]2[C:11](=[CH:12][C:13]([OH:17])=[CH:14][CH:15]=2)[N:10]([CH3:19])[C:9]=1[CH3:20])=[O:7])[CH:2]([CH3:4])[CH3:3]. Procedure: This material was prepared from 6-methoxy-1,2-dimethyl-1H-indol-3-carboxylic acid isobutyl-amide 67a by treatment with BBr3 in a manner as previously described for example 1d. 1H NMR (300 MHz, CD3OD) δ7.52 (1H, d, J=8.5 Hz, 6.74 (1H, d, J=2.3 Hz), 6.68 (1H, dd, J=2.3, 8.5 Hz), 3.61 (3H, s), 3.22 (2H, m), 2.58 (3H, s), 1.95 (1H, m), 1.02 (3H, s), 1.00 (3H, s). LCMS (ESI+) [M+H]/z Calc'd 261, found 261. Reactants: C1=C(C=CC2=CC=CC=C12)B(O)O (2-naphthylboronic acid), N1(C=NC=C1)CC=1C=CC(=NC1)Br (5-Imidazol-1-ylmethyl-2-bromopyridine). The product is N1(C=NC=C1)CC=1C=CC(=NC1)C1=CC2=CC=CC=C2C=C1 (5-Imidazol-1-ylmethyl-2-naphthalen-2-yl-pyridine). Reaction SMILES: [CH:1]1[C:10]2[C:5](=[CH:6][CH:7]=[CH:8][CH:9]=2)[CH:4]=[CH:3][C:2]=1B(O)O.[N:14]1([CH2:19][C:20]2[CH:21]=[CH:22][C:23](Br)=[N:24][CH:25]=2)[CH:18]=[CH:17][N:16]=[CH:15]1>>[N:14]1([CH2:19][C:20]2[CH:21]=[CH:22][C:23]([C:2]3[CH:3]=[CH:4][C:5]4[C:10](=[CH:9][CH:8]=[CH:7][CH:6]=4)[CH:1]=3)=[N:24][CH:25]=2)[CH:18]=[CH:17][N:16]=[CH:15]1. Procedure details: Synthesized using 2-naphthylboronic acid (217 g, 1.26 mmol) and 1a (150 mg, 0.63 mmol) according to Method C. Yellow solid. Yield: 118 mg, 0.41 mmol, 66%. 1H NMR (CDCl3, 500 MHz): δH (ppm): 5.23 (s, 2H), 6.97 (s, 1H), 7.17 (s, 1H), 7.50-7.53 (m, 2H), 7.57 (dd, J=8.2, 2.4 Hz, 1H), 7.85-7.88 (m, 3H), 7.95 (d, J=8.8 Hz, 2H), 8.11 (dd, J=8.5, J=1.8 Hz, 1H), 8.47 (d, J=0.9 Hz, 1H), 8.65 (d, J=1.8 Hz, 1H); 13C NMR (CDCl3, 125 MHz): δC (ppm)=48.4, 119.2, 120.9, 124.3, 126.4, 126.5, 126.8, 127.7, 128.6,... Reactants: C([O-])([O-])=O.[Ca+2] (calcium carbonate), ClC(C#N)CCl (2,3-dichloropropionitrile), C(C=C)#N (acrylonitrile), ClCl (Chlorine). Product: C(C=C)#N (acrylonitrile), ClC(C#N)=C (2-chloroacrylonitrile), ClC(C#N)CCl (2,3-dichloropropionitrile). The yield is 90.5%. As a reaction SMILES: [C:1](#[N:4])[CH:2]=[CH2:3].C(=O)([O-])[O-].[Ca+2].[Cl:10][CH:11]([CH2:14][Cl:15])[C:12]#[N:13].ClCl>>[C:1](#[N:4])[CH:2]=[CH2:3].[Cl:10][C:11](=[CH2:14])[C:12]#[N:13].[Cl:10][CH:11]([CH2:14][Cl:15])[C:12]#[N:13] |f:1.2|. Procedure details: In the same way as in Example 1, 53.1 g of acrylonitrile was chlorinated at 20° to 25° C. in the presence of 20.0 g (0.2 mole) of anhydrous calcium carbonate. When the weight of the reaction solution reached 124 g which was the weight showing that 2,3-dichloropropionitrile was formed in a calculated amount, the reaction was stopped. Chlorine dissolved in the reaction solution was removed with nitrogen. The weight of the reaction product at this time was 116.6 g. The catalyst was separated by fil...